Task: describe an organic reaction: reactants, conditions, products, and yield. Dataset: the Open Reaction Database (ORD), a public repository of structured organic reaction records Reactants: C(C)OC(=O)C1=C(N(C2=CC=C(C=C12)O)C1=CC=C(C=C1)OC(F)(F)F)CC(=O)OCC (2-Ethoxycarbonylmethyl-5-hydroxy-1-(4-trifluoromethoxyphenyl)indole-3-carboxylic acid ethyl ester), FC(C1=CC=C(C=C1)B(O)O)(F)F (4-trifluoromethylphenylboronic acid). Product: C(C)OC(=O)C1=C(N(C2=CC=C(C=C12)OC1=CC=C(C=C1)C(F)(F)F)C1=CC=C(C=C1)OC(F)(F)F)CC(=O)OCC (2-Ethoxycarbonylmethyl-1-(4-trifluoromethoxyphenyl)-5-(4-trifluoromethylphenoxy)indole-3-carboxylic acid ethyl ester). Reaction SMILES: [CH2:1]([O:3][C:4]([C:6]1[C:14]2[C:9](=[CH:10][CH:11]=[C:12]([OH:15])[CH:13]=2)[N:8]([C:16]2[CH:21]=[CH:20][C:19]([O:22][C:23]([F:26])([F:25])[F:24])=[CH:18][CH:17]=2)[C:7]=1[CH2:27][C:28]([O:30][CH2:31][CH3:32])=[O:29])=[O:5])[CH3:2].[F:33][C:34]([F:45])([F:44])[C:35]1[CH:40]=[CH:39][C:38](B(O)O)=[CH:37][CH:36]=1>>[CH2:1]([O:3][C:4]([C:6]1[C:14]2[C:9](=[CH:10][CH:11]=[C:12]([O:15][C:38]3[CH:39]=[CH:40][C:35]([C:34]([F:45])([F:44])[F:33])=[CH:36][CH:37]=3)[CH:13]=2)[N:8]([C:16]2[CH:17]=[CH:18][C:19]([O:22][C:23]([F:26])([F:24])[F:25])=[CH:20][CH:21]=2)[C:7]=1[CH2:27][C:28]([O:30][CH2:31][CH3:32])=[O:29])=[O:5])[CH3:2]. Reported procedure: The sub-title compound was prepared in accordance with step (c) Example 1 from 2-ethoxycarbonylmethyl-5-hydroxy-1-(4-trifluoromethoxyphenyl)indole-3-carboxylic acid ethyl ester (158 mg, 0.35 mmol, see step (b) Example 9) and 4-trifluoromethylphenylboronic acid. Yield 135 mg (65%). Procedure details: Acrylic acid was esterified with 2-[2-(heptafluoropropoxy)-tetrafluoroethyl]-ethyl alcohol (US 2008113199 A1) in the presence catalytic amounts of p-toluene sulfonic acid to yield acrylic acid 3,3,4,4-tetrafluoro-4-heptafluoropropyloxy-butyl ester quantitatively. The ester was washed with water and distilled prior to the reaction with APTES (Aminopropyl triethoxysilane, CAS#919-30-2). A solution of one equivalent of APTES and two equivalents acrylic acid 3,3,4,4-tetrafluoro-4-heptafluoropropylox... Product: FC(CCOC(C=C)=O)(C(OC(C(C(F)(F)F)(F)F)(F)F)(F)F)F (acrylic acid 3,3,4,4-tetrafluoro-4-heptafluoropropyloxy-butyl ester). Reaction SMILES: [C:1]([OH:5])(=[O:4])[CH:2]=[CH2:3].[F:6][C:7]([F:25])([C:21]([F:24])([F:23])[F:22])[C:8]([F:20])([F:19])[O:9][C:10]([F:18])([F:17])[C:11]([F:16])([F:15])[CH2:12][CH2:13]O.C1(C)C=CC(S(O)(=O)=O)=CC=1>>[F:15][C:11]([F:16])([C:10]([F:17])([F:18])[O:9][C:8]([F:19])([F:20])[C:7]([F:6])([F:25])[C:21]([F:22])([F:24])[F:23])[CH2:12][CH2:13][O:4][C:1](=[O:5])[CH:2]=[CH2:3]. The reactants are C(C=C)(=O)O (Acrylic acid), FC(C(OC(C(CCO)(F)F)(F)F)(F)F)(C(F)(F)F)F (2-[2-(heptafluoropropoxy)-tetrafluoroethyl]-ethyl alcohol), C1(=CC=C(C=C1)S(=O)(=O)O)C (p-toluene sulfonic acid). The reactants are P(=O)(Cl)(Cl)Cl (phosphoryl trichloride), CN(C=O)C (N,N-dimethylformamide), COCC(C)(C)N1C(=CC2=CC=CC=C12)C (1-(1-methoxy-2-methylpropan-2-yl)-2-methyl-1H-indole). The solvent is ClCCl (dichloromethane). Conditions: temperature 0 celsius, time 3 hour. The product is COCC(C)(C)N1C(=C(C2=CC=CC=C12)C=O)C (1-(1-methoxy-2-methylpropan-2-yl)-2-methyl-1H-indole-3-carbaldehyde). The yield is 57.0%. RXN SMILES: CN(C)[CH:3]=[O:4].P(Cl)(Cl)(Cl)=O.[CH3:11][O:12][CH2:13][C:14]([N:17]1[C:25]2[C:20](=[CH:21][CH:22]=[CH:23][CH:24]=2)[CH:19]=[C:18]1[CH3:26])([CH3:16])[CH3:15]>ClCCl>[CH3:11][O:12][CH2:13][C:14]([N:17]1[C:25]2[C:20](=[CH:21][CH:22]=[CH:23][CH:24]=2)[C:19]([CH:3]=[O:4])=[C:18]1[CH3:26])([CH3:16])[CH3:15]. Procedure details: To a solution of 2 ml anhydrous N,N-dimethylformamide dissolved in 80 ml anhydrous dichloromethane was added phosphoryl trichloride (5 g, 32.6 mmol) at 0° C. The resultant reaction mixture was allowed to stirred at 0° C. for 3 hours. 1-(1-methoxy-2-methylpropan-2-yl)-2-methyl-1H-indole (800 mg, 3.7 mmol) was added dropwise at 0° C. Then the resulting reaction mixture was allowed to stir for 1 hour at 0° C., and then warmed to the ambient temperature. The reaction mixture was allowed to stir for ... Reactants: CCOC(=O)c1[nH]cc2c1NC1=C(C(=O)CC(C)(C)C1)C2c1ccc(Sc2nc3ccccc3[nH]2)o1, CCO, [Na+], [OH-], O. The product is CC1(C)CC(=O)C2=C(C1)Nc1c(c[nH]c1C(=O)O)C2c1ccc(Sc2nc3ccccc3[nH]2)o1. As a reaction SMILES: [CH2:1]([CH3:2])[O:3][C:4](=[O:5])[c:6]1[nH:7][cH:8][c:9]2[c:10]1[NH:11][C:12]1=[C:17]([C:16](=[O:34])[CH2:15][C:14]([CH3:35])([CH3:36])[CH2:13]1)[CH:18]2[c:19]1[o:20][c:21]([S:24][c:25]2[n:26][c:27]3[c:28]([nH:29]2)[cH:30][cH:31][cH:32][cH:33]3)[cH:22][cH:23]1.[CH3:39][CH2:40][OH:41].[Na+:38].[OH-:37].[OH2:42]>>[O:3]=[C:4]([OH:5])[c:6]1[nH:7][cH:8][c:9]2[c:10]1[NH:11][C:12]1=[C:17]([C:16](=[O:34])[CH2:15][C:14]([CH3:35])([CH3:36])[CH2:13]1)[CH:18]2[c:19]1[o:20][c:21]([S:24][c:25]2[nH:26][c:27]3[c:28]([n:29]2)[cH:30][cH:31][cH:32][cH:33]3)[cH:22][cH:23]1. Reactants: CC1(OCC(O1)C(=O)O[C@H]1[C@@H](CC[C@H](C1)C)C(C)C)C ((1R,2S,5R)-2-isopropyl-5-methylcyclohexyl 2,2-dimethyl-1,3-dioxolane-4-carboxylate), resin. The solvent is C(C)O (ethanol). Yields the product OC(C(=O)O[C@H]1[C@@H](CC[C@H](C1)C)C(C)C)CO ((1R,2S,5R)-2-isopropyl-5-methylcyclohexyl 2,3-dihydroxypropanoate). As a reaction SMILES: CC1(C)[O:6][CH:5]([C:7]([O:9][C@@H:10]2[CH2:15][C@H:14]([CH3:16])[CH2:13][CH2:12][C@H:11]2[CH:17]([CH3:19])[CH3:18])=[O:8])[CH2:4][O:3]1>C(O)C>[OH:6][CH:5]([CH2:4][OH:3])[C:7]([O:9][C@@H:10]1[CH2:15][C@H:14]([CH3:16])[CH2:13][CH2:12][C@H:11]1[CH:17]([CH3:18])[CH3:19])=[O:8]. Procedure details: (1R,2S,5R)-2-isopropyl-5-methylcyclohexyl 2,2-dimethyl-1,3-dioxolane-4-carboxylate (1.00 g, 35.2 mmol) was dissolved in 98% aqueous ethanol (10 ml). Amberlyst 15 (wet) ion exchange resin (0.30 g) and bumping granulate were added. The reaction mixture was refluxed for 4 h without stirring (under argon). After that, the reaction was brought to room temperature, the resin and bumping granulate were removed and the solvent was removed under reduced pressure. The product was obtained in quantitative ... The reactants are [Na] (sodium), N[C@@H](CS)C(=O)O (cysteine), BrC(CC)O (Bromopropanol). Solvent: N (ammonia), N (ammonia). Yields the product OCCCSC[C@H](N)C(=O)O (S-(3-Hydroxypropyl)cysteine). The yield is 190.1%. RXN SMILES: [Na].[NH2:2][C@H:3]([C:6]([OH:8])=[O:7])[CH2:4][SH:5].Br[CH:10]([OH:13])[CH2:11][CH3:12]>N>[OH:13][CH2:10][CH2:11][CH2:12][S:5][CH2:4][C@@H:3]([C:6]([OH:8])=[O:7])[NH2:2] |^1:0|. Procedure details: The compound was prepared in a similar manner to that described by J. F. Carson, et al, J. Org. Chem., 1964, 29, 2203. To a solution of sodium (6.44 g, 0,281 mol) in liquid ammonia (300 mL) was added cysteine (15.0 g, 62.5 mmol) over a 30 minutes period until permanent discharge of blue. Bromopropanol (15,8 mL, 0.175 mol) was added dropwise over 1 hour. The ammonia was allowed to evaporate and the resulting solid was dissolved in 1M HCl and passed through a column of Dowex 50 (H+) (5×30 cm) elut... The reactants are NC1=CC=NC=C1 (4-Aminopyridine), ClC(=O)OCC (Ethyl chloroformate). The solvent is N1=CC=CC=C1 (pyridine), C(Cl)Cl (CH2Cl2). Run at temperature 0 celsius, time 1 hour. Product: C(C)OC(=O)NC1=CC=NC=C1 (4-ETHOXYCARBONYLAMINOPYRIDINE). Yield: 33.3%. As a reaction SMILES: [NH2:1][C:2]1[CH:7]=[CH:6][N:5]=[CH:4][CH:3]=1.Cl[C:9]([O:11][CH2:12][CH3:13])=[O:10]>N1C=CC=CC=1.C(Cl)Cl>[CH2:12]([O:11][C:9]([NH:1][C:2]1[CH:7]=[CH:6][N:5]=[CH:4][CH:3]=1)=[O:10])[CH3:13]. Reported procedure: 4-Aminopyridine (17.34 grams) (184.3) was dissolved in dry pyridine (217 ml.) and cooled to 0° C. over 30 minutes. Ethyl chloroformate (17.2 ml.) (180.7 mmoles) was added and the solution was stirred at 0° C. for 1 hour and then at 25° C. for 40 hours. The mixture was diluted with CH2Cl2 and washed with saturated aqueous NaHCO3 and water. The CH2Cl2 was dried (MgSO4), filtered and evaporated to dryness. The residue was chromatographed on silica gel using 2%(10% saturated NH4OH in MeOH)--CH2Cl2 t...